From a dataset of the Open Reaction Database (ORD), a public repository of structured organic reaction records. describe an organic reaction: reactants, conditions, products, and yield The product is Brc1ccc(-c2ccncc2)cc1. Reactants: OB(O)c1ccc(Br)cc1, Brc1ccncc1, CCO, [Na+], [Na+], O=C([O-])[O-], [Pd], c1ccc(P(c2ccccc2)c2ccccc2)cc1, c1ccc(P(c2ccccc2)c2ccccc2)cc1, c1ccc(P(c2ccccc2)c2ccccc2)cc1, c1ccc(P(c2ccccc2)c2ccccc2)cc1, c1ccccc1. RXN SMILES: [Br:14][c:15]1[cH:16][cH:17][c:18]([B:21]([OH:22])[OH:23])[cH:19][cH:20]1.[Br:7][c:8]1[cH:9][cH:10][n:11][cH:12][cH:13]1.[CH3:30][CH2:31][OH:32].[Na+:1].[Na+:2].[O-:3][C:4](=[O:5])[O-:6].[Pd:109].[c:33]1([P:34]([c:35]2[cH:36][cH:37][cH:38][cH:39][cH:40]2)[c:41]2[cH:42][cH:43][cH:44][cH:45][cH:46]2)[cH:47][cH:48][cH:49][cH:50][cH:51]1.[c:52]1([P:53]([c:54]2[cH:55][cH:56][cH:57][cH:58][cH:59]2)[c:60]2[cH:61][cH:62][cH:63][cH:64][cH:65]2)[cH:66][cH:67][cH:68][cH:69][cH:70]1.[c:71]1([P:72]([c:73]2[cH:74][cH:75][cH:76][cH:77][cH:78]2)[c:79]2[cH:80][cH:81][cH:82][cH:83][cH:84]2)[cH:85][cH:86][cH:87][cH:88][cH:89]1.[c:90]1([P:91]([c:92]2[cH:93][cH:94][cH:95][cH:96][cH:97]2)[c:98]2[cH:99][cH:100][cH:101][cH:102][cH:103]2)[cH:104][cH:105][cH:106][cH:107][cH:108]1.[cH:24]1[cH:25][cH:26][cH:27][cH:28][cH:29]1>>[c:8]1(-[c:18]2[cH:17][cH:16][c:15]([Br:14])[cH:20][cH:19]2)[cH:9][cH:10][n:11][cH:12][cH:13]1. Starting materials: ClC1=CC=C(C=2N3C(=NC21)N(CCC3)C3=C(C=C(C=C3)Cl)Cl)C(CC)O (1-[9-chloro-1-(2,4-dichlorophenyl)-1,2,3,4-tetrahydropyrimido[1,2-a]benzimidazol-6-yl]propan-1-ol), C(CCC)[Li] (n-butyllithium), CC(=O)C (acetone). The solvent is O1CCCC1 (tetrahydrofuran). Conditions: time 30 minute. Product: ClC1=CC=C(C=2N3C(=NC21)N(CCC3)C3=C(C=C(C=C3)C(C)(C)O)Cl)C(CC)O (1-{9-Chloro-1-[2-chloro-4-(1-hydroxy-1-methylethyl)phenyl]-1,2,3,4-tetrahydropyrimido[1,2-a]benzimidazol-6-yl}propan-1-ol). RXN SMILES: [Cl:1][C:2]1[C:10]2[N:9]=[C:8]3[N:11]([C:15]4[CH:20]=[CH:19][C:18](Cl)=[CH:17][C:16]=4[Cl:22])[CH2:12][CH2:13][CH2:14][N:7]3[C:6]=2[C:5]([CH:23]([OH:26])[CH2:24][CH3:25])=[CH:4][CH:3]=1.C([Li])CCC.[CH3:32][C:33]([CH3:35])=[O:34]>O1CCCC1>[Cl:1][C:2]1[C:10]2[N:9]=[C:8]3[N:11]([C:15]4[CH:20]=[CH:19][C:18]([C:33]([OH:34])([CH3:35])[CH3:32])=[CH:17][C:16]=4[Cl:22])[CH2:12][CH2:13][CH2:14][N:7]3[C:6]=2[C:5]([CH:23]([OH:26])[CH2:24][CH3:25])=[CH:4][CH:3]=1. Reported procedure: To a solution of 1-[9-chloro-1-(2,4-dichlorophenyl)-1,2,3,4-tetrahydropyrimido[1,2-a]benzimidazol-6-yl]propan-1-ol (300.0 mg, 0.659 mmol) in tetrahydrofuran (6.0 mL) was added n-butyllithium (1.60 M solution in n-hexane, 1.03 mL, 1.65 mmol) at −78° C., and the mixture was stirred for 30 min. To the mixture was added acetone (0.24 mL, 3.30 mmol) at −78° C. The mixture was stirred at room temperature for 4.5 hrs. The mixture was quenched with aqueous saturated ammonium chloride and extracted with ...